From a dataset of the Open Reaction Database (ORD), a public repository of structured organic reaction records. describe an organic reaction: reactants, conditions, products, and yield The reactants are BrC1=CC(=CC(=C1)F)F (1-bromo-3,5-difluorobenzene), C1(=CC=CC=C1)B(O)O (phenylboronic acid). The product is FC=1C=C(C=C(C1)F)C1=CC=CC=C1 (3,5-difluorobiphenyl). The yield is 91.1%. Reaction SMILES: Br[C:2]1[CH:7]=[C:6]([F:8])[CH:5]=[C:4]([F:9])[CH:3]=1.[C:10]1(B(O)O)[CH:15]=[CH:14][CH:13]=[CH:12][CH:11]=1>>[F:9][C:4]1[CH:3]=[C:2]([C:10]2[CH:15]=[CH:14][CH:13]=[CH:12][CH:11]=2)[CH:7]=[C:6]([F:8])[CH:5]=1. Procedure details: Combine 1-bromo-3,5-difluorobenzene (0.863 mL, 7.50 mmol) and phenylboronic acid (1.22 g, 10.00 mmol) and subject to conditions described in Method G to yield 1.3 g of 3,5-difluorobiphenyl. Reactants: CC[O-], CCO, CCOC(=O)c1cnc2nc(N3CCN(C)CC3)ncc2c1Cl, [Na+]. Yields the product CCOC(=O)c1cnc2nc(N3CCN(C)CC3)ncc2c1OCC. Reaction SMILES: [CH3:25][CH2:26][O-:27].[CH3:28][CH2:29][OH:30].[Cl:1][c:2]1[c:3]([C:19](=[O:20])[O:21][CH2:22][CH3:23])[cH:4][n:5][c:6]2[n:7][c:8]([N:12]3[CH2:13][CH2:14][N:15]([CH3:18])[CH2:16][CH2:17]3)[n:9][cH:10][c:11]12.[Na+:24]>>[c:2]1([O:27][CH2:26][CH3:25])[c:3]([C:19](=[O:20])[O:21][CH2:22][CH3:23])[cH:4][n:5][c:6]2[n:7][c:8]([N:12]3[CH2:13][CH2:14][N:15]([CH3:18])[CH2:16][CH2:17]3)[n:9][cH:10][c:11]12. Starting materials: C=CCOC1CC(N)c2cc(OCCC)ccc21, Cc1ccc2c(c1)C(NC(=O)C(F)(F)F)CC2O. Yields the product C=CCOC1CC(NC(=O)C(F)(F)F)c2cc(C)ccc21. As a reaction SMILES: [CH2:1]([CH:2]=[CH2:3])[O:4][CH:5]1[c:6]2[c:7]([cH:8][c:9]([O:10][CH2:11][CH2:12][CH3:13])[cH:14][cH:15]2)[CH:16]([NH2:17])[CH2:18]1.[F:19][C:20]([C:21](=[O:22])[NH:23][CH:24]1[CH2:25][CH:26]([OH:34])[c:27]2[cH:28][cH:29][c:30]([CH3:33])[cH:31][c:32]21)([F:35])[F:36]>>[CH2:1]=[CH:2][CH2:3][O:34][CH:26]1[CH2:25][CH:24]([NH:23][C:21]([C:20]([F:19])([F:35])[F:36])=[O:22])[c:32]2[c:27]1[cH:28][cH:29][c:30]([CH3:33])[cH:31]2. The reactants are Cl.NO (Hydroxylamine hydrochloride), N1(N=NC=C1)CC1=CC=C(S1)C(C(=O)OCC)=O (ethyl 2-[5-(1,2,3-triazol-1-ylmethyl)thien-2-yl]-2-oxoacetate). Procedure details: Hydroxylamine hydrochloride (167 mg) was added to a stirred solution of ethyl 2-[5-(1,2,3-triazol-1-ylmethyl)thien-2-yl]-2-oxoacetate (Description 55) (319 mg) in ethanol (5 ml). The mixture was stirred for 18 h then the solvent was evaporated and the residue partitioned between ethyl acetate and water. The organic phase was washed with water and brine, dried over magnesium sulphate and evaporated to give the product (336 mg). νmax (nujol) 3136, 1736cm-1. δ(CD3COCD3) 1.33-1.39 (3H, m), 4.30-4.46... Yields the product N1(N=NC=C1)CC1=CC=C(S1)C(C(=O)OCC)=NO (Ethyl 2-[5-(1,2,3-triazol-1-ylmethyl)thien-2-yl]-2-hydroxyiminoacetate). Run at time 18 hour. The solvent is C(C)O (ethanol). Yield: 99.7%. As a reaction SMILES: Cl.[NH2:2][OH:3].[N:4]1([CH2:9][C:10]2[S:14][C:13]([C:15](=O)[C:16]([O:18][CH2:19][CH3:20])=[O:17])=[CH:12][CH:11]=2)[CH:8]=[CH:7][N:6]=[N:5]1>C(O)C>[N:4]1([CH2:9][C:10]2[S:14][C:13]([C:15](=[N:2][OH:3])[C:16]([O:18][CH2:19][CH3:20])=[O:17])=[CH:12][CH:11]=2)[CH:8]=[CH:7][N:6]=[N:5]1 |f:0.1|. Reactants: OC1=CC=C2C=3C=CC(=CC3CC2=C1)CC(=O)O (7-hydroxyfluorene-2-acetic acid), [N+](=[N-])=C (diazomethane), CO (methanol). The reagents and catalysts are C(C)(=O)O (acetic acid). The solvent is CCOCC (ether), CCOCC (ether). Conditions: time 20 minute. Yields the product CC1=C(C=CC=2C3=CC=C(C=C3CC12)O)CC(=O)O (Methyl 7-Hydroxyfluorene-2-acetic acid). RXN SMILES: [OH:1][C:2]1[CH:14]=[C:13]2[C:5]([C:6]3[CH:7]=[CH:8][C:9]([CH2:15][C:16]([OH:18])=[O:17])=[CH:10][C:11]=3[CH2:12]2)=[CH:4][CH:3]=1.CO.[N+](=[CH2:23])=[N-]>CCOCC.C(O)(=O)C>[CH3:23][C:10]1[C:11]2[CH2:12][C:13]3[C:5](=[CH:4][CH:3]=[C:2]([OH:1])[CH:14]=3)[C:6]=2[CH:7]=[CH:8][C:9]=1[CH2:15][C:16]([OH:18])=[O:17]. Reported procedure: A solution of 83mg. of 7-hydroxyfluorene-2-acetic acid in 2ml. of methanol and 5ml. of ether is treated with an excess of diazomethane in ether. After 20 min. at room temperature, the mixture is treated with several drops of acetic acid and evaporated. The residue is plate chromatographed on silica gel using chloroform as the developing solvent. The major band (UV) is eluted with ethyl acetate, evaporated, and the residue crystallized from acetone-isopropyl ether to give 36mg. of the title compo... Reactants: stainless steel, C=1(C(O)=CC=CC1)OC (guaiacol), BrC(C(Br)(F)F)(F)F (1,2-dibromotetrafluoroethane), C([O-])([O-])=O.[K+].[K+] (potassium carbonate). Run in CS(=O)C (DMSO). Run at temperature 100 celsius, time 24 hour. Product: BrC(C(OC1=C(C=CC=C1)OC)(F)F)(F)F (2-(2-bromo-1,1,2,2-tetrafluoroethoxy)-anisole). The yield is 85.1%. RXN SMILES: [C:1]1([O:8][CH3:9])[C:2](=[CH:4][CH:5]=[CH:6][CH:7]=1)[OH:3].[Br:10][C:11]([F:17])([F:16])[C:12]([F:15])([F:14])Br.C(=O)([O-])[O-].[K+].[K+]>CS(C)=O>[Br:10][C:11]([F:17])([F:16])[C:12]([F:15])([F:14])[O:3][C:2]1[CH:4]=[CH:5][CH:6]=[CH:7][C:1]=1[O:8][CH3:9] |f:2.3.4|. Procedure details: 30.0 g of guaiacol, 70.0 g of 1,2-dibromotetrafluoroethane, 50.0 g of anhydrous potassium carbonate and 450 ml of dry DMSO were introduced into a stirred autoclave made of stainless steel. After the autoclave had been flushed with argon, it was sealed and subsequently heated to 100° C. After the reaction mixture had been stirred at this temperature for 24 hours, it was cooled to 20° C., poured into water and extracted with dichloromethane. The combined extracts were dried over magnesium sulfate....